The task is: describe an organic reaction: reactants, conditions, products, and yield. This data is from the Open Reaction Database (ORD), a public repository of structured organic reaction records. Reaction SMILES: [Br:1][c:2]1[cH:3][c:4]([CH:7]=[O:8])[o:5][cH:6]1.[C:16]([O:17][BH-:18]([O:19][C:20](=[O:21])[CH3:22])[O:23][C:24](=[O:25])[CH3:26])(=[O:27])[CH3:28].[CH2:37]1[O:38][CH2:39][CH2:40][CH2:41]1.[CH3:30][C:31](=[O:32])[OH:33].[CH3:9][N:10]1[CH2:11][CH2:12][NH:13][CH2:14][CH2:15]1.[Na+:29].[Na+:35].[OH-:34].[OH2:36]>>[Br:1][c:2]1[cH:3][c:4]([CH2:7][N:13]2[CH2:12][CH2:11][N:10]([CH3:9])[CH2:15][CH2:14]2)[o:5][cH:6]1. Product: CN1CCN(Cc2cc(Br)co2)CC1. The reactants are O=Cc1cc(Br)co1, CC(=O)O[BH-](OC(C)=O)OC(C)=O, C1CCOC1, CC(=O)O, CN1CCNCC1, [Na+], [Na+], [OH-], O. Starting materials: C1CCOC1, CCOCOCC(CCC(=O)OC)NC(=O)c1ccc(I)cc1, CO, Cl, [Na+], [OH-]. Product: CCOCOCC(CCC(=O)O)NC(=O)c1ccc(I)cc1. As a reaction SMILES: [CH2:27]1[O:28][CH2:29][CH2:30][CH2:31]1.[CH3:1][O:2][C:3]([CH2:4][CH2:5][CH:6]([CH2:7][O:8][CH2:9][O:10][CH2:11][CH3:12])[NH:13][C:14](=[O:15])[c:16]1[cH:17][cH:18][c:19]([I:22])[cH:20][cH:21]1)=[O:23].[CH3:32][OH:33].[ClH:26].[Na+:25].[OH-:24]>>[O:2]=[C:3]([CH2:4][CH2:5][CH:6]([CH2:7][O:8][CH2:9][O:10][CH2:11][CH3:12])[NH:13][C:14](=[O:15])[c:16]1[cH:17][cH:18][c:19]([I:22])[cH:20][cH:21]1)[OH:23]. The reactants are BrC1=CC2=C(N(C(CN=C2C=2C=C(C#N)C=CC2)=O)C)C=C1OC (3-(7-bromo-8-methoxy-1-methyl-2-oxo-2,3-dihydro-1H-benzo[e][1,4]diazepin-5-yl)-benzonitrile), C1(=CC=CC=C1)B(O)O (benzene boronic acid), C(C)(C)OC1=C(C=CC=C1)B(O)O (2-isopropoxyphenyl boronic acid). Yields the product C(C)(C)OC1=C(C=CC=C1)C1=CC2=C(N(C(CN=C2C=2C=C(C#N)C=CC2)=O)C)C=C1OC (3-[7-(2-isopropoxy-phenyl)-8-methoxy-1-methyl-2-oxo-2,3-dihydro-1H-benzo[e][1,4]diazepin-5-yl]-benzonitrile). The yield is 86.0%. As a reaction SMILES: Br[C:2]1[C:22]([O:23][CH3:24])=[CH:21][C:5]2[N:6]([CH3:20])[C:7](=[O:19])[CH2:8][N:9]=[C:10]([C:11]3[CH:12]=[C:13]([CH:16]=[CH:17][CH:18]=3)[C:14]#[N:15])[C:4]=2[CH:3]=1.C1(B(O)O)C=CC=CC=1.[CH:34]([O:37][C:38]1[CH:43]=[CH:42][CH:41]=[CH:40][C:39]=1B(O)O)([CH3:36])[CH3:35]>>[CH:34]([O:37][C:38]1[CH:43]=[CH:42][CH:41]=[CH:40][C:39]=1[C:2]1[C:22]([O:23][CH3:24])=[CH:21][C:5]2[N:6]([CH3:20])[C:7](=[O:19])[CH2:8][N:9]=[C:10]([C:11]3[CH:12]=[C:13]([CH:16]=[CH:17][CH:18]=3)[C:14]#[N:15])[C:4]=2[CH:3]=1)([CH3:36])[CH3:35]. Reported procedure: Prepared from 3-(7-bromo-8-methoxy-1-methyl-2-oxo-2,3-dihydro-1H-benzo[e][1,4]diazepin-5-yl)-benzonitrile Intermediate 9 using the same method described for Example 1 and instead of using benzene boronic acid, we used 2-isopropoxyphenyl boronic acid. The title compound (147 mg) was obtained as a white solid, (yield=86%). The reactants are S=C(c1ncc[nH]1)c1ncc[nH]1, COC(=O)C(CS)NCC(C)(C)SCc1ccc(OC)cc1, ClC(Cl)Cl. The product is COC(=O)C1CSC(=S)N1CC(C)(C)SCc1ccc(OC)cc1. RXN SMILES: [C:23](=[S:24])([c:25]1[nH:26][cH:27][cH:28][n:29]1)[c:30]1[nH:31][cH:32][cH:33][n:34]1.[CH3:1][O:2][C:3]([CH:4]([NH:5][CH2:6][C:7]([CH3:8])([CH3:9])[S:10][CH2:11][c:12]1[cH:13][cH:14][c:15]([O:18][CH3:19])[cH:16][cH:17]1)[CH2:20][SH:21])=[O:22].[CH:35]([Cl:36])([Cl:37])[Cl:38]>>[CH3:1][O:2][C:3]([CH:4]1[N:5]([CH2:6][C:7]([CH3:8])([CH3:9])[S:10][CH2:11][c:12]2[cH:13][cH:14][c:15]([O:18][CH3:19])[cH:16][cH:17]2)[C:23](=[S:24])[S:21][CH2:20]1)=[O:22]. Reactants: ClC=1C=NC=C(C1NC=1NC2=C(N1)C=C(C1=C2CC(O1)(C)C)C(=O)O)Cl (2-[(3,5-dichloropyridin-4-yl)amino]-7,7-dimethyl-7,8-dihydro-1H-furo[3,2-e]benzimidazole-5-carboxylic acid), CN(C)C=O (DMF), 1R,2R,3R,5(−)-isopinocampheyl amine, F[B-](F)(F)F.N1(N=NC2=C1C=CC=C2)OC(=[N+](C)C)N(C)C (O-(benzotriazol-1-yl)-N,N,N′,N′-tetramethyluronium tetrafluoroborate), CN1CCOCC1 (N-methyl morpholine), C1CCOC1 (THF). The product is ClC=1C=NC=C(C1NC=1NC2=C(N1)C=C(C1=C2CC(O1)(C)C)C(=O)NC1C2C(C(CC1C)C2)(C)C)Cl (2-[(3,5-Dichloropyridin-4-yl)amino]-7,7-dimethyl-N-(3,6,6-trimethylbicyclo[3.1.1]hept-2-yl)-7,8-dihydro-1H-furo[3,2-e]benzimidazole-5-carboxamide). RXN SMILES: [Cl:1][C:2]1[CH:3]=[N:4][CH:5]=[C:6]([Cl:26])[C:7]=1[NH:8][C:9]1[NH:10][C:11]2[C:17]3[CH2:18][C:19]([CH3:22])([CH3:21])[O:20][C:16]=3[C:15]([C:23](O)=[O:24])=[CH:14][C:12]=2[N:13]=1.F[B-](F)(F)F.N1(OC(N(C)C)=[N+](C)C)[C:36]2[CH:37]=[CH:38][CH:39]=[CH:40][C:35]=2N=N1.CN1CCO[CH2:52][CH2:51]1.C[N:57]([CH:59]=O)C.[CH2:61]1COCC1>>[Cl:26][C:6]1[CH:5]=[N:4][CH:3]=[C:2]([Cl:1])[C:7]=1[NH:8][C:9]1[NH:10][C:11]2[C:17]3[CH2:18][C:19]([CH3:22])([CH3:21])[O:20][C:16]=3[C:15]([C:23]([NH:57][CH:59]3[CH:40]([CH3:35])[CH2:39][CH:38]4[CH2:52][CH:51]3[C:37]4([CH3:36])[CH3:61])=[O:24])=[CH:14][C:12]=2[N:13]=1 |f:1.2|. Reported procedure: The title compound was prepared following the procedure as described for Example-1 using 2-[(3,5-dichloropyridin-4-yl)amino]-7,7-dimethyl-7,8-dihydro-1H-furo[3,2-e]benzimidazole-5-carboxylic acid (Intermediate-3, 0.050 g, 0.121 mmol), O-(benzotriazol-1-yl)-N,N,N′,N′-tetramethyluronium tetrafluoroborate (0.081 g, 0.255 mmol), N-methyl morpholine (0.5 mL), DMF (1.0 mL), THF (5.0 mL) and 1R,2R,3R,5(−)-isopinocampheyl amine (0.039 g, 0.254 mmol) to afford 0.008 g of the desired product. 1HNMR (DMSO-...